From a dataset of the Open Reaction Database (ORD), a public repository of structured organic reaction records. describe an organic reaction: reactants, conditions, products, and yield The reactants are ClC1=NC2=CC=CC=C2C=C1CO ((2-chloroquinolin-3-yl)methanol), P(Br)(Br)Br (phosphorous tribromide). Solvent: C(Cl)(Cl)Cl (chloroform). Run at time 2 hour. Product: BrCC=1C(=NC2=CC=CC=C2C1)Cl (3-(bromomethyl)-2-chloroquinoline). The yield is 100.0%. RXN SMILES: [Cl:1][C:2]1[C:11]([CH2:12]O)=[CH:10][C:9]2[C:4](=[CH:5][CH:6]=[CH:7][CH:8]=2)[N:3]=1.P(Br)(Br)[Br:15]>C(Cl)(Cl)Cl>[Br:15][CH2:12][C:11]1[C:2]([Cl:1])=[N:3][C:4]2[C:9]([CH:10]=1)=[CH:8][CH:7]=[CH:6][CH:5]=2. Procedure: To a solution of (2-chloroquinolin-3-yl)methanol (0.96 g, 4.95 mmol) in anhydrous chloroform at 0° C. was added phosphorous tribromide (1.34 g, 4.95 mmol). After stirring at room temperature for 2 hours, the solvent was evaporated to provide 3-(bromomethyl)-2-chloroquinoline (1.27 g), which was used in the next step without purification. The reactants are CN(C=1S[C@@H]2[C@H](N1)[C@H]([C@@H]([C@H](O2)C(C)O)OCC2=CC=C(C=C2)OC)OCC2=CC=C(C=C2)OC)C (1-((3aR,5R,6S,7R,7aR)-2-(dimethylamino)-6,7-bis(4-methoxybenzyloxy)-5,6,7,7a-tetrahydro-3aH-pyrano[3,2-d]thiazol-5-yl)ethanol), CC(=O)OI1(C=2C=CC=CC2C(=O)O1)(OC(=O)C)OC(=O)C (Dess-Martin reagent). Run in ClCCl (dichloromethane). Yields the product CN(C=1S[C@@H]2[C@H](N1)[C@H]([C@@H]([C@H](O2)C(C)=O)OCC2=CC=C(C=C2)OC)OCC2=CC=C(C=C2)OC)C (1-((3aR,5S,6S,7R,7aR)-2-(Dimethylamino)-6,7-bis(4-methoxybenzyloxy)-5,6,7,7a-tetrahydro-3aH-pyrano[3,2-d]thiazol-5-yl)ethanone). Yield: 88.8%. RXN SMILES: [CH3:1][N:2]([CH3:35])[C:3]1[S:4][C@H:5]2[O:11][C@H:10]([CH:12]([OH:14])[CH3:13])[C@@H:9]([O:15][CH2:16][C:17]3[CH:22]=[CH:21][C:20]([O:23][CH3:24])=[CH:19][CH:18]=3)[C@H:8]([O:25][CH2:26][C:27]3[CH:32]=[CH:31][C:30]([O:33][CH3:34])=[CH:29][CH:28]=3)[C@H:6]2[N:7]=1.CC(OI1(OC(C)=O)(OC(C)=O)OC(=O)C2C=CC=CC1=2)=O>ClCCl>[CH3:35][N:2]([CH3:1])[C:3]1[S:4][C@H:5]2[O:11][C@H:10]([C:12](=[O:14])[CH3:13])[C@@H:9]([O:15][CH2:16][C:17]3[CH:18]=[CH:19][C:20]([O:23][CH3:24])=[CH:21][CH:22]=3)[C@H:8]([O:25][CH2:26][C:27]3[CH:32]=[CH:31][C:30]([O:33][CH3:34])=[CH:29][CH:28]=3)[C@H:6]2[N:7]=1. Procedure details: A solution of 1-((3aR,5R,6S,7R,7aR)-2-(dimethylamino)-6,7-bis(4-methoxybenzyloxy)-5,6,7,7a-tetrahydro-3aH-pyrano[3,2-d]thiazol-5-yl)ethanol (450 mg, 0.90 mmol, mixture of diastereomers, faster eluting isomer: slower eluting isomer 1:5 by HPLC and 1HNMR) in dichloromethane (20 mL) was treated with Dess-Martin reagent (760 mg, 1.80 mmol) for 2 hours at room temperature. The reaction mixture was quenched by sat. aqueous Na2S2O3 solution (20 mL) and sat. aqueous NaHCO3 solution (20 mL), and extracte... The reactants are C1CCOC1, CN, CC(C)N1C=C(I)C2C(Cl)=NC=NC21. The product is CNC1=NC=NC2C1C(I)=CN2C(C)C. RXN SMILES: [CH2:17]1[O:18][CH2:19][CH2:20][CH2:21]1.[CH3:15][NH2:16].[Cl:1][C:2]1=[N:7][CH:6]=[N:5][CH:4]2[CH:3]1[C:10]([I:11])=[CH:9][N:8]2[CH:12]([CH3:13])[CH3:14]>>[C:2]1([NH:16][CH3:15])=[N:7][CH:6]=[N:5][CH:4]2[CH:3]1[C:10]([I:11])=[CH:9][N:8]2[CH:12]([CH3:13])[CH3:14].